Dataset: the Open Reaction Database (ORD), a public repository of structured organic reaction records. Task: describe an organic reaction: reactants, conditions, products, and yield Starting materials: CC(=O)O, Cc1c(C#N)ccc2[nH]ncc12, O, O=S(=O)(O)O. Product: Cc1c(C(=O)O)ccc2[nH]ncc12. RXN SMILES: [CH3:19][C:20](=[O:21])[OH:22].[CH3:7][c:8]1[c:9]2[cH:10][n:11][nH:12][c:13]2[cH:14][cH:15][c:16]1[C:17]#[N:18].[OH2:1].[S:2]([OH:3])(=[O:4])(=[O:5])[OH:6]>>[O:1]=[C:17]([OH:3])[c:16]1[c:8]([CH3:7])[c:9]2[cH:10][n:11][nH:12][c:13]2[cH:14][cH:15]1.